This data is from the Open Reaction Database (ORD), a public repository of structured organic reaction records. The task is: describe an organic reaction: reactants, conditions, products, and yield Starting materials: BrC1=CC2=C(N1C(C)C)C(N(C2=O)C=2C(N(C=C(C2)Cl)C)=O)C2=CC=C(C=C2)Cl (2-bromo-5-(5-chloro-1-methyl-2-oxo-1,2-dihydro-pyridin-3-yl)-6-(4-chloro-phenyl)-1-isopropyl-5,6-dihydro-1H-pyrrolo[3,4-b]pyrrol-4-one), BrC1=CC2=C(N1C(C)C)C(N(C2=O)C2=C(C=CC(=C2)Cl)C)C2=CC=C(C=C2)Cl (2-bromo-5-(5-chloro-2-methyl-phenyl)-6-(4-chloro-phenyl)-1-isopropyl-5,6-dihydro-1H-pyrrolo[3,4-b]pyrrol-4-one), COC1=NC(=NC=C1B1OC(C(O1)(C)C)(C)C)N (4-methoxy-5-(4,4,5,5-tetramethyl-[1,3,2]dioxaborolan-2-yl)-pyrimidin-2-ylamine), BrC1=CC2=C(N1C(C)C)C(N(C2=O)C=2C(N(C=C(C2)Cl)C)=O)C2=CC=C(C=C2)Cl (2-bromo-5-(5-chloro-1-methyl-2-oxo-1,2-dihydro-pyridin-3-yl)-6-(4-chloro-phenyl)-1-isopropyl-5,6-dihydro-1H-pyrrolo[3,4-b]pyrrol-4-one), COC1=NC=C(C(=C1)OC)B(O)O (2,4-dimethoxypyridine-5-boronic acid). The product is ClC=1C=C(C(N(C1)C)=O)N1C(C=2N(C(=CC2C1=O)C=1C(=NC(=NC1)OC)OC)C(C)C)C1=CC=C(C=C1)Cl (5-(5-Chloro-1-methyl-2-oxo-1,2-dihydro-pyridin-3-yl)-6-(4-chloro-phenyl)-2-(2,4-dimethoxy-pyrimidin-5-yl)-1-isopropyl-5,6-dihydro-1H-pyrrolo[3,4-b]pyrrol-4-one). Reaction SMILES: Br[C:2]1[N:6]([CH:7]([CH3:9])[CH3:8])[C:5]2[CH:10]([C:23]3[CH:28]=[CH:27][C:26]([Cl:29])=[CH:25][CH:24]=3)[N:11]([C:14]3[C:15](=[O:22])[N:16]([CH3:21])[CH:17]=[C:18]([Cl:20])[CH:19]=3)[C:12](=[O:13])[C:4]=2[CH:3]=1.[CH3:30][O:31][C:32]1C=[C:36]([O:38][CH3:39])[C:35](B(O)O)=[CH:34][N:33]=1.BrC1[N:48](C(C)C)C2C(C3C=CC(Cl)=CC=3)N(C3C=C(Cl)C=CC=3C)C(=O)C=2C=1.COC1C(B2OC(C)(C)C(C)(C)O2)=CN=C(N)N=1>>[Cl:20][C:18]1[CH:19]=[C:14]([N:11]2[C:12](=[O:13])[C:4]3[CH:3]=[C:2]([C:35]4[C:36]([O:38][CH3:39])=[N:48][C:32]([O:31][CH3:30])=[N:33][CH:34]=4)[N:6]([CH:7]([CH3:9])[CH3:8])[C:5]=3[CH:10]2[C:23]2[CH:28]=[CH:27][C:26]([Cl:29])=[CH:25][CH:24]=2)[C:15](=[O:22])[N:16]([CH3:21])[CH:17]=1. Reported procedure: The title compound was prepared in analogy to the procedure described for Example 25 but 2-bromo-5-(5-chloro-1-methyl-2-oxo-1,2-dihydro-pyridin-3-yl)-6-(4-chloro-phenyl)-1-isopropyl-5,6-dihydro-1H-pyrrolo[3,4-b]pyrrol-4-one (Intermediate L) and 2,4-dimethoxypyridine-5-boronic acid were used instead of 2-bromo-5-(5-chloro-2-methyl-phenyl)-6-(4-chloro-phenyl)-1-isopropyl-5,6-dihydro-1H-pyrrolo[3,4-b]pyrrol-4-one and 4-methoxy-5-(4,4,5,5-tetramethyl-[1,3,2]dioxaborolan-2-yl)-pyrimidin-2-ylamine res... The reactants are S1C(=CC=C1)CC(=O)Cl (2-thienylacetyl chloride), P(Cl)(Cl)(Cl)(Cl)Cl (phosphorous pentachloride), CC1S[C@H]2N(C(=C1)C(=O)OCC(Cl)(Cl)Cl)C(C2NC(CC2=CC=CC=C2)=O)=O (2,2,2-trichloroethyl 2-methyl-7-(2-phenylacetamido)-3-cephem-4-carboxylate), CN(C1=CC=CC=C1)C (dimethylaniline). The solvent is ClCCl (dichloromethane), N1=CC=CC=C1 (Pyridine), ClCCl (dichloromethane), CO (methanol). Run at temperature -15 celsius. Product: CC1S[C@H]2N(C(=C1)C(=O)OCC(Cl)(Cl)Cl)C(C2NC(CC=2SC=CC2)=O)=O (2,2,2-trichloroethyl 2-methyl-7-[2-(2-thienyl)acetamido]-3-cephem-4-carboxylate). The yield is 66.1%. RXN SMILES: P(Cl)(Cl)(Cl)(Cl)Cl.[CH3:7][CH:8]1[CH:13]=[C:12]([C:14]([O:16][CH2:17][C:18]([Cl:21])([Cl:20])[Cl:19])=[O:15])[N:11]2[C:22](=[O:34])[CH:23]([NH:24][C:25](=[O:33])[CH2:26][C:27]3C=C[CH:30]=[CH:29][CH:28]=3)[C@H:10]2[S:9]1.CN(C)C1C=CC=CC=1.[S:44]1C=CC=C1CC(Cl)=O>ClCCl.CO.N1C=CC=CC=1>[CH3:7][CH:8]1[CH:13]=[C:12]([C:14]([O:16][CH2:17][C:18]([Cl:19])([Cl:20])[Cl:21])=[O:15])[N:11]2[C:22](=[O:34])[CH:23]([NH:24][C:25](=[O:33])[CH2:26][C:27]3[S:44][CH:30]=[CH:29][CH:28]=3)[C@H:10]2[S:9]1. Reported procedure: Pyridine (0.296 g) and phosphorous pentachloride (0.616 g) were added in turn under stirring and cooling at -15° C. to a solution of 2,2,2-trichloroethyl 2-methyl-7-(2-phenylacetamido)-3-cephem-4-carboxylate (1.12 g), mp 175° to 178° C., in dried dichloromethane (20 ml), and the mixture was stirred for 20 minutes at the same temperature and further for 2 hours at room temperature. To the mixture was added absolute methanol (5 ml) under cooling at -15° C., and then the mixture was stirred for 1 h...